Dataset: the Open Reaction Database (ORD), a public repository of structured organic reaction records. Task: describe an organic reaction: reactants, conditions, products, and yield Product: C(C1=CC=CC=C1)C1=NC=2C(=NC(=CC2)N2C[C@@H](CCC2)C(=O)N2CCCC2)N1 ((R)-(1-(2-Benzyl-3H-imidazo[4,5-b]pyridin-5-yl)piperidin-3-yl)(pyrrolidin-1-yl)methanone). Procedure: (R)-(1-(2-Benzyl-3H-imidazo[4,5-b]pyridin-5-yl)piperidin-3-yl)(pyrrolidin-1-yl)methanone was prepared by a method analogous to the one used for Example 163, Step 1 at a temperature of 120° C. using (R)-(1-(6-amino-5-nitropyridin-2-yl)piperidin-3-yl)(pyrrolidin-1-yl)methanone and 2-phenylacetaldehyde. MS (ES+APCI) (M+H) 390.1; LCMS retention time 3.859 min (Method I). Reaction SMILES: [NH2:1][C:2]1[N:7]=[C:6]([N:8]2[CH2:13][CH2:12][CH2:11][C@@H:10]([C:14]([N:16]3[CH2:20][CH2:19][CH2:18][CH2:17]3)=[O:15])[CH2:9]2)[CH:5]=[CH:4][C:3]=1[N+:21]([O-])=O.[C:24]1([CH2:30][CH:31]=O)[CH:29]=[CH:28][CH:27]=[CH:26][CH:25]=1>>[CH2:30]([C:31]1[NH:1][C:2]2=[N:7][C:6]([N:8]3[CH2:13][CH2:12][CH2:11][C@@H:10]([C:14]([N:16]4[CH2:20][CH2:19][CH2:18][CH2:17]4)=[O:15])[CH2:9]3)=[CH:5][CH:4]=[C:3]2[N:21]=1)[C:24]1[CH:29]=[CH:28][CH:27]=[CH:26][CH:25]=1. The reactants are NC1=C(C=CC(=N1)N1C[C@@H](CCC1)C(=O)N1CCCC1)[N+](=O)[O-] ((R)-(1-(6-amino-5-nitropyridin-2-yl)piperidin-3-yl)(pyrrolidin-1-yl)methanone), C1(=CC=CC=C1)CC=O (2-phenylacetaldehyde). Reactants: BrC=1C=CC(=C(N)C1)Cl (5-bromo-2-chloroaniline), N1CCOCC1 (morpholine), C1(CCCCC1)P(C1(C(=C(C=C(C1)C(C)C)C(C)C)C1=CC=CC=C1)C(C)C)C1CCCCC1 (2-dicyclohexylphosphino-2,4,6,-triisopropylbiphenyl), CC(C)C1=CC(=C(C(=C1)C(C)C)C2=C(C=CC=C2)P(C3CCCCC3)C4CCCCC4)C(C)C (X-Phos). The reagents and catalysts are C=1C=CC(=CC1)/C=C/C(=O)/C=C/C2=CC=CC=C2.C=1C=CC(=CC1)/C=C/C(=O)/C=C/C2=CC=CC=C2.C=1C=CC(=CC1)/C=C/C(=O)/C=C/C2=CC=CC=C2.[Pd].[Pd] (tris(dibenzylideneacetone)dipalladium). Solvent: C1CCOC1 (THF), O (water). Conditions: temperature 60 celsius, time 2 hour. The product is ClC1=C(N)C=C(C=C1)N1CCOCC1 (2-chloro-5-morpholinoaniline). Reaction SMILES: Br[C:2]1[CH:3]=[CH:4][C:5]([Cl:9])=[C:6]([CH:8]=1)[NH2:7].[NH:10]1[CH2:15][CH2:14][O:13][CH2:12][CH2:11]1.C1(P(C2CCCCC2)C2(C(C)C)CC(C(C)C)=CC(C(C)C)=C2C2C=CC=CC=2)CCCCC1.CC(C1C=C(C(C)C)C(C2C=CC=CC=2P(C2CCCCC2)C2CCCCC2)=C(C(C)C)C=1)C>C1COCC1.C1C=CC(/C=C/C(/C=C/C2C=CC=CC=2)=O)=CC=1.C1C=CC(/C=C/C(/C=C/C2C=CC=CC=2)=O)=CC=1.C1C=CC(/C=C/C(/C=C/C2C=CC=CC=2)=O)=CC=1.[Pd].[Pd].O>[Cl:9][C:5]1[CH:4]=[CH:3][C:2]([N:10]2[CH2:15][CH2:14][O:13][CH2:12][CH2:11]2)=[CH:8][C:6]=1[NH2:7] |f:5.6.7.8.9|. Reported procedure: A mixture of 5-bromo-2-chloroaniline (2.0 g, 9.74 mmol), morpholine (4.3 mL, 49 mmol), 2-dicyclohexylphosphino-2,4,6,-triisopropylbiphenyl, (X-Phos) (0.37 g, 0.79 mmol), and tris(dibenzylideneacetone)dipalladium (0) (0.37 g, 0.4 mmol) in dry THF (20 mL) was degassed by nitrogen. To this mixture was added 1.0M lithium bis(trimethylsilyl)amide in THF (54 mL) dropwise, and the resulting reaction was heated to 60° C. After 2 h, the reaction was cooled to rt then cond under reduced pressure to ˜5 mL.... Starting materials: CCCC[Sn](CCCC)(CCCC)c1ncccn1, C1COCCO1, CN(C)C=O, Fc1cccc(Cl)c1-c1c(Cl)cc(Cl)nc1Cl. The product is Fc1cccc(Cl)c1-c1c(Cl)cc(-c2ncccn2)nc1Cl. RXN SMILES: [CH2:18]([Sn:19]([CH2:20][CH2:21][CH2:22][CH3:29])([c:23]1[n:24][cH:25][cH:26][cH:27][n:28]1)[CH2:30][CH2:31][CH2:32][CH3:33])[CH2:34][CH2:35][CH3:36].[CH2:42]1[O:43][CH2:44][CH2:45][O:46][CH2:47]1.[CH3:37][N:38]([CH3:39])[CH:40]=[O:41].[Cl:1][c:2]1[c:3](-[c:9]2[c:10]([Cl:17])[n:11][c:12]([Cl:16])[cH:13][c:14]2[Cl:15])[c:4]([F:8])[cH:5][cH:6][cH:7]1>>[Cl:1][c:2]1[c:3](-[c:9]2[c:10]([Cl:17])[n:11][c:12](-[c:23]3[n:24][cH:25][cH:26][cH:27][n:28]3)[cH:13][c:14]2[Cl:15])[c:4]([F:8])[cH:5][cH:6][cH:7]1. The reactants are solid, ClC1=CC(=C(C=C1)C1=NC2=C(N1CC1=CC=C(C=C1)CCC(=O)O)C=C(C(=C2)F)F)OCC2CCCC2 (3-{4-[2-(4-Chloro-2-cyclopentylmethoxy-phenyl)-5,6-difluoro-benzoimidazol-1-ylmethyl]-phenyl}-propionic acid), ClC1=CC(=C(C=C1)C1=NC2=C(N1CC=1C=C(C(=O)O)C=CC1)C=C(C(=C2)F)F)OCC2CCCC2 (3-[2-(4-Chloro-2-cyclopentylmethoxy-phenyl)-5,6-difluoro-benzoimidazol-1-ylmethyl]-benzoic acid), ClC1=CC(=C(C=C1)C1=NC2=C(N1CC=1C=C(C(=O)O)C=CC1)C=C(C(=C2)F)F)OCC2CCCC2 (3-[2-(4-Chloro-2-cyclopentylmethoxy-phenyl)-5,6-difluoro-benzoimidazol-1-ylmethyl]-benzoic acid), BrCC1=CC=C(C#N)C=C1 (4-bromomethyl-benzonitrile). Product: ClC1=CC(=C(C=C1)C1=NC2=C(N1CC1=CC=C(C#N)C=C1)C=C(C(=C2)F)F)OC (4-[2-(4-Chloro-2-methoxy-phenyl)-5,6-difluoro-benzoimidazol-1-ylmethyl]-benzonitrile). RXN SMILES: [Cl:1][C:2]1[CH:7]=[CH:6][C:5]([C:8]2[N:12]([CH2:13][C:14]3[CH:19]=[CH:18][C:17]([CH2:20]CC(O)=O)=[CH:16][CH:15]=3)[C:11]3[CH:25]=[C:26]([F:30])[C:27]([F:29])=[CH:28][C:10]=3[N:9]=2)=[C:4]([O:31][CH2:32]C2CCCC2)[CH:3]=1.ClC1C=CC(C2N(CC3C=C(C=CC=3)C(O)=O)C3C=C(F)C(F)=CC=3[N:46]=2)=C(OCC2CCCC2)C=1.BrCC1C=CC(C#N)=CC=1>>[Cl:1][C:2]1[CH:7]=[CH:6][C:5]([C:8]2[N:12]([CH2:13][C:14]3[CH:19]=[CH:18][C:17]([C:20]#[N:46])=[CH:16][CH:15]=3)[C:11]3[CH:25]=[C:26]([F:30])[C:27]([F:29])=[CH:28][C:10]=3[N:9]=2)=[C:4]([O:31][CH3:32])[CH:3]=1. Procedure details: The title compound was prepared in analogy to Example 19, intermediate b, from 2-(4-chloro-2-methoxy-phenyl)-5,6-difluoro-1H-benzoimidazole (Example 19, intermediate c) and 4-bromomethyl-benzonitrile (CAS Reg. No. 17201-43-3). Brown solid (48%). MS (Turbo Spray): m/z=410.3 (M+H).